Dataset: the Open Reaction Database (ORD), a public repository of structured organic reaction records. Task: describe an organic reaction: reactants, conditions, products, and yield Starting materials: FC(C=1C=C(C=C(C1)C(F)(F)F)C1(CC(=NO1)C1=CC=C(C=C1)C(C)Br)C(F)(F)F)(F)F (5-[3,5-bis(trifluoromethyl)phenyl]-3-[4-(1-bromoethyl)phenyl]-5-trifluoromethyl-4,5-dihydroisoxazole), C1(C=2C(C(N1)=O)=CC=CC2)=O.[K] (potassium phthalimide), O (water), resultant mixture. Solvent: CN(C=O)C (N,N-dimethylformamide). Yields the product FC(C=1C=C(C=C(C1)C(F)(F)F)C1(CC(=NO1)C1=CC=C(C=C1)C(C)N1C(C=2C(C1=O)=CC=CC2)=O)C(F)(F)F)(F)F (N-[1-[4-[5-[3,5-bis(trifluoromethyl)phenyl]-5-trifluoromethyl-4,5-dihydroisoxazole-3-yl]phenyl]ethyl]phthalimide). As a reaction SMILES: [F:1][C:2]([F:32])([F:31])[C:3]1[CH:4]=[C:5]([C:13]2([C:27]([F:30])([F:29])[F:28])[O:17][N:16]=[C:15]([C:18]3[CH:23]=[CH:22][C:21]([CH:24](Br)[CH3:25])=[CH:20][CH:19]=3)[CH2:14]2)[CH:6]=[C:7]([C:9]([F:12])([F:11])[F:10])[CH:8]=1.[C:33]1(=[O:43])[NH:37][C:36](=[O:38])[C:35]2=[CH:39][CH:40]=[CH:41][CH:42]=[C:34]12.[K].O>CN(C)C=O>[F:1][C:2]([F:32])([F:31])[C:3]1[CH:4]=[C:5]([C:13]2([C:27]([F:30])([F:29])[F:28])[O:17][N:16]=[C:15]([C:18]3[CH:23]=[CH:22][C:21]([CH:24]([N:37]4[C:36](=[O:38])[C:35]5=[CH:39][CH:40]=[CH:41][CH:42]=[C:34]5[C:33]4=[O:43])[CH3:25])=[CH:20][CH:19]=3)[CH2:14]2)[CH:6]=[C:7]([C:9]([F:12])([F:11])[F:10])[CH:8]=1 |f:1.2,^1:43|. Procedure: To a solution of 3.01 g of 5-[3,5-bis(trifluoromethyl)phenyl]-3-[4-(1-bromoethyl)phenyl]-5-trifluoromethyl-4,5-dihydroisoxazole in 10 mL of N,N-dimethylformamide, 1.26 g of potassium phthalimide was added and the resultant mixture was stirred at 80° C. for 3.5 hours. After the completion of the reaction, the reaction mixture was left to be cooled down to room temperature and 20 mL of water was added to the reaction mixture. The resultant mixture was extracted with ethyl acetate (70 mL×1). The or... Reactants: FC(C(=O)O)(F)F.N(C(=N)N)C1=CC(=C(C(=O)OC)C=C1)OC (methyl 4-guanidino-2-methoxybenzoate trifluoroacetate), Cl (hydrochloric acid). Conditions: temperature 80 celsius, time 2.5 hour. Yields the product Cl.N(C(=N)N)C1=CC(=C(C(=O)O)C=C1)OC (4-Guanidino-2-methoxybenzoic acid hydrochloride). As a reaction SMILES: FC(F)(F)C(O)=O.[NH:8]([C:12]1[CH:21]=[CH:20][C:15]([C:16]([O:18]C)=[O:17])=[C:14]([O:22][CH3:23])[CH:13]=1)[C:9]([NH2:11])=[NH:10].[ClH:24]>>[ClH:24].[NH:8]([C:12]1[CH:21]=[CH:20][C:15]([C:16]([OH:18])=[O:17])=[C:14]([O:22][CH3:23])[CH:13]=1)[C:9]([NH2:11])=[NH:10] |f:0.1,3.4|. Procedure details: 384 mg of methyl 4-guanidino-2-methoxybenzoate trifluoroacetate was dissolved in 8 ml of 3 M hydrochloric acid, and they were stirred at 80° C. for 2.5 hours. The solvent was evaporated to obtain the title compound. Reactants: ice, IC=1C(C=2C=CN3C(C2OC1C1=CC=CC=C1)=NNC3=O)=O (7-iodo-8-phenyl-2H-9-oxa-1,2,3a-triaza-cyclopenta[a]naphthalene-3,6-dione), C([O-])([O-])=O.[Cs+].[Cs+] (cesium carbonate), IC (iodomethane). The solvent is CN(C)C=O (DMF). Conditions: time 1.5 hour. Product: IC=1C(C=2C=CN3C(C2OC1C1=CC=CC=C1)=NN(C3=O)C)=O (7-Iodo-2-methyl-8-phenyl-2H-9-oxa-1,2,3a-triaza-cyclopenta[a]naphthalene-3,6-dione). Yield: 51.0%. Reaction SMILES: [I:1][C:2]1[C:3](=[O:22])[C:4]2[CH:5]=[CH:6][N:7]3[C:20](=[O:21])[NH:19][N:18]=[C:8]3[C:9]=2[O:10][C:11]=1[C:12]1[CH:17]=[CH:16][CH:15]=[CH:14][CH:13]=1.[C:23](=O)([O-])[O-].[Cs+].[Cs+].IC>CN(C=O)C>[I:1][C:2]1[C:3](=[O:22])[C:4]2[CH:5]=[CH:6][N:7]3[C:20](=[O:21])[N:19]([CH3:23])[N:18]=[C:8]3[C:9]=2[O:10][C:11]=1[C:12]1[CH:13]=[CH:14][CH:15]=[CH:16][CH:17]=1 |f:1.2.3|. Reported procedure: To an ice-cooled solution of 7-iodo-8-phenyl-2H-9-oxa-1,2,3a-triaza-cyclopenta[a]naphthalene-3,6-dione in DMF (2 mL) was added cesium carbonate (73 mg, 0.224 mmol) and iodomethane (0.021 mL, 0.336 mmol). The mixture was allowed to warm to RT and stirred for 1.5 hours. The reaction mixture was partitioned between EtOAc and water. The aqueous phase was isolated and extracted twice with EtOAc. The combined organic extracts were washed with water and brine, dried (Na2SO4), filtered, and concentrated...